describe an organic reaction: reactants, conditions, products, and yield From a dataset of the Open Reaction Database (ORD), a public repository of structured organic reaction records. The reactants are CCOCCn1c(N2CCCN(C(=O)OCC)CC2)nc2ccccc21, [K+], NN, [OH-], O, O, OCCO. The product is CCOCCn1c(N2CCCNCC2)nc2ccccc21. As a reaction SMILES: [CH2:1]([O:2][C:3](=[O:4])[N:6]1[CH2:7][CH2:8][N:9]([c:13]2[n:14][c:15]3[c:16]([n:17]2[CH2:18][CH2:19][O:20][CH2:21][CH3:22])[cH:23][cH:24][cH:25][cH:26]3)[CH2:10][CH2:11][CH2:12]1)[CH3:5].[K+:31].[NH2:28][NH2:29].[OH-:30].[OH2:27].[OH2:36].[OH:32][CH2:33][CH2:34][OH:35]>>[NH:6]1[CH2:7][CH2:8][N:9]([c:13]2[n:14][c:15]3[c:16]([n:17]2[CH2:18][CH2:19][O:20][CH2:21][CH3:22])[cH:23][cH:24][cH:25][cH:26]3)[CH2:10][CH2:11][CH2:12]1. Starting materials: COC(=O)C1=CC=C(C=C1)B(O)O (4-(methoxycarbonyl)phenylboronic acid), BrC=1C=NC2=CC(=CC=C2C1)OC (3-bromo-7-methoxyquinoline), C(=O)([O-])[O-].[Na+].[Na+] (Na2CO3). Run in COCCOC.O (DME H2O). Yields the product COC1=CC=C2C=C(C=NC2=C1)C1=CC=C(C(=O)OC)C=C1 (methyl 4-(7-methoxyquinolin-3-yl)benzoate). As a reaction SMILES: [CH3:1][O:2][C:3]([C:5]1[CH:10]=[CH:9][C:8](B(O)O)=[CH:7][CH:6]=1)=[O:4].Br[C:15]1[CH:16]=[N:17][C:18]2[C:23]([CH:24]=1)=[CH:22][CH:21]=[C:20]([O:25][CH3:26])[CH:19]=2.C([O-])([O-])=O.[Na+].[Na+]>COCCOC.O>[CH3:26][O:25][C:20]1[CH:19]=[C:18]2[C:23]([CH:24]=[C:15]([C:8]3[CH:9]=[CH:10][C:5]([C:3]([O:2][CH3:1])=[O:4])=[CH:6][CH:7]=3)[CH:16]=[N:17]2)=[CH:22][CH:21]=1 |f:2.3.4,5.6|. Reported procedure: Followed Step 1 of Compound IV-1, starting from 4-(methoxycarbonyl)phenylboronic acid and Intermediate 13, and where the base used was Na2CO3, the solvent DME/H2O (8: 2), and the reaction was run at 100° C. for 2 h. Starting materials: CC(C)(C)OC(=O)N1CCCC1C(=O)O, CCN=C=NCCCN(C)C, CCN(C(C)C)C(C)C, Cl, O=C(O)C(F)(F)F, CC(N)C(=O)OCCOc1ccc(-c2c(C#N)c(SCc3csc(-c4ccc(Cl)cc4)n3)nc(N3CCCC3)c2C#N)cc1, CN(C)C=O, O, On1nnc2ccccc21. The product is CC(NC(=O)C1CCCN1C(=O)OC(C)(C)C)C(=O)OCCOc1ccc(-c2c(C#N)c(SCc3csc(-c4ccc(Cl)cc4)n3)nc(N3CCCC3)c2C#N)cc1. As a reaction SMILES: [C:1]([CH3:2])([CH3:3])([CH3:4])[O:5][C:6](=[O:7])[N:8]1[CH:9]([C:10](=[O:11])[OH:12])[CH2:13][CH2:14][CH2:15]1.[CH3:17][N:18]([CH3:19])[CH2:20][CH2:21][CH2:22][N:23]=[C:24]=[N:25][CH2:26][CH3:27].[CH:39]([N:40]([CH2:41][CH3:42])[CH:43]([CH3:44])[CH3:45])([CH3:46])[CH3:47].[ClH:16].[F:48][C:49]([F:50])([F:51])[C:52]([OH:53])=[O:54].[NH2:55][CH:56]([CH3:57])[C:58](=[O:59])[O:60][CH2:61][CH2:62][O:63][c:64]1[cH:65][cH:66][c:67](-[c:70]2[c:71]([C:97]#[N:98])[c:72]([S:83][CH2:84][c:85]3[n:86][c:87](-[c:90]4[cH:91][cH:92][c:93]([Cl:96])[cH:94][cH:95]4)[s:88][cH:89]3)[n:73][c:74]([N:78]3[CH2:79][CH2:80][CH2:81][CH2:82]3)[c:75]2[C:76]#[N:77])[cH:68][cH:69]1.[O:99]=[CH:100][N:101]([CH3:102])[CH3:103].[OH2:28].[OH:29][n:30]1[c:31]2[cH:32][cH:33][cH:34][cH:35][c:36]2[n:37][n:38]1>>[C:1]([CH3:2])([CH3:3])([CH3:4])[O:5][C:6](=[O:7])[N:8]1[CH:9]([C:10](=[O:12])[NH:55][CH:56]([CH3:57])[C:58](=[O:59])[O:60][CH2:61][CH2:62][O:63][c:64]2[cH:65][cH:66][c:67](-[c:70]3[c:71]([C:97]#[N:98])[c:72]([S:83][CH2:84][c:85]4[n:86][c:87](-[c:90]5[cH:91][cH:92][c:93]([Cl:96])[cH:94][cH:95]5)[s:88][cH:89]4)[n:73][c:74]([N:78]4[CH2:79][CH2:80][CH2:81][CH2:82]4)[c:75]3[C:76]#[N:77])[cH:68][cH:69]2)[CH2:13][CH2:14][CH2:15]1. Reactants: C1(=CC=CC=C1)CCN1CCC(CC1)CN1C(C2=CC=CC=C2C1=O)=O (2-[1-(2-phenylethyl)-4-piperidylmethyl]-1H-isoindole-1,3(2H)-dione), NN (hydrazine). Run in C(C)O (ethanol). The product is C1(=CC=CC=C1)CCN1CCC(CC1)CN (1-(2-phenylethyl)-4-piperidinemethylamine). The yield is 108.5%. As a reaction SMILES: [C:1]1([CH2:7][CH2:8][N:9]2[CH2:14][CH2:13][CH:12]([CH2:15][N:16]3C(=O)C4C(=CC=CC=4)C3=O)[CH2:11][CH2:10]2)[CH:6]=[CH:5][CH:4]=[CH:3][CH:2]=1.NN>C(O)C>[C:1]1([CH2:7][CH2:8][N:9]2[CH2:14][CH2:13][CH:12]([CH2:15][NH2:16])[CH2:11][CH2:10]2)[CH:2]=[CH:3][CH:4]=[CH:5][CH:6]=1. Reported procedure: A mixture of 1.31 g (3.8 mmoles ) of 2-[1-(2-phenylethyl)-4-piperidylmethyl]-1H-isoindole-1,3(2H)-dione (Example 2) and 0.25 mL (7.8 mmoles) of hydrazine in 20 mL of ethanol was heated under reflux for 4 hours. The solvent was removed and the residue was made basic with aqueous potassium hydroxide and extracted with chloroform to give 0.90 g of 1-(2-phenylethyl)-4-piperidinemethylamine as an oil. NMR (CDCl3): δ7.14-7.35 (m, 5H); 2.93-3.10 (d, 2H); 2.72-2.85 (m, 2H); 2.52-2.65 (m, 4H); 1.92-2.05 ... The reactants are C1(=CC=C(C=C1)S(=O)(=O)[O-])C.[NH+]1=CC=CC=C1 (Pyridinium p-toluenesulfonate), C(C)(=O)OC\1C(CCC(CC(=O)OC(C(/C=C1)C)\C(=C\C=CCCCCCCCC)\C)OC(C)OCC)(C)OC(C)OCC ((8E,12E)-7-acetoxy-3,6-bis(1-ethoxyethoxy)-6,10,12-trimethyltricosa-8,12,14-trien-11-olide). The solvent is CO (methanol), C(C)(=O)OCC (ethyl acetate). Conditions: time 2.5 hour. Yields the product C(C)(=O)OC\1C(CCC(CC(=O)OC(C(/C=C1)C)\C(=C\C=CCCCCCCCC)\C)O)(C)O ((8E,12E)-7-Acetoxy-3,6-dihydroxy-6,10,12-trimethyl-tricosa-8,12,14-trien-11-olide). Isolated yield 49.2%. As a reaction SMILES: C1(C)C=CC(S([O-])(=O)=O)=CC=1.[NH+]1C=CC=CC=1.[C:18]([O:21][CH:22]1[C:23]([O:56]C(OCC)C)([CH3:55])[CH2:24][CH2:25][CH:26]([O:49]C(OCC)C)[CH2:27][C:28]([O:30][CH:31](/[C:36](/[CH3:48])=[CH:37]/[CH:38]=[CH:39][CH2:40][CH2:41][CH2:42][CH2:43][CH2:44][CH2:45][CH2:46][CH3:47])[CH:32]([CH3:35])[CH:33]=[CH:34]1)=[O:29])(=[O:20])[CH3:19]>CO.C(OCC)(=O)C>[C:18]([O:21][CH:22]1[C:23]([OH:56])([CH3:55])[CH2:24][CH2:25][CH:26]([OH:49])[CH2:27][C:28]([O:30][CH:31](/[C:36](/[CH3:48])=[CH:37]/[CH:38]=[CH:39][CH2:40][CH2:41][CH2:42][CH2:43][CH2:44][CH2:45][CH2:46][CH3:47])[CH:32]([CH3:35])[CH:33]=[CH:34]1)=[O:29])(=[O:20])[CH3:19] |f:0.1|. Reported procedure: Pyridinium p-toluenesulfonate (13 mg, 0.051 mmol) was added to a solution of (8E,12E)-7-acetoxy-3,6-bis(1-ethoxyethoxy)-6,10,12-trimethyltricosa-8,12,14-trien-11-olide (3.2 mg, 0.0051 mmol) in methanol (1 mL) at room temperature, followed by stirring at the same temperature for 2.5 hours. The reaction mixture was diluted with 1 mL of ethyl acetate, washed with brine, dried over anhydrous magnesium sulfate and evaporated. The resulting crude product was purified by thin layer chromatography (MERC... The reactants are CCOC(=O)C1CCC(Nc2c([N+](=O)[O-])cnc3c2ccn3S(=O)(=O)c2ccccc2)CC1, CC(=O)O, [OH-], [OH-], [Pd+2]. Yields the product CCOC(=O)C1CCC(Nc2c(N)cnc3c2ccn3S(=O)(=O)c2ccccc2)CC1. RXN SMILES: [CH2:1]([CH3:2])[O:3][C:4](=[O:5])[CH:6]1[CH2:7][CH2:8][CH:9]([NH:12][c:13]2[c:14]3[c:15]([n:16][cH:17][c:18]2[N+:19]([O-:20])=[O:21])[n:22]([S:25](=[O:26])(=[O:27])[c:28]2[cH:29][cH:30][cH:31][cH:32][cH:33]2)[cH:23][cH:24]3)[CH2:10][CH2:11]1.[CH3:34][C:35](=[O:36])[OH:37].[OH-:38].[OH-:40].[Pd+2:39]>>[CH2:1]([CH3:2])[O:3][C:4](=[O:5])[CH:6]1[CH2:7][CH2:8][CH:9]([NH:12][c:13]2[c:14]3[c:15]([n:16][cH:17][c:18]2[NH2:19])[n:22]([S:25](=[O:26])(=[O:27])[c:28]2[cH:29][cH:30][cH:31][cH:32][cH:33]2)[cH:23][cH:24]3)[CH2:10][CH2:11]1. Starting materials: C(#N)[BH3-].[Na+] (Sodium cyanoborohydride), CNC1=C(C=C(C=C1)Cl)C=1NC2=CC=CC=C2C1 (2-(2-methylamino-5-chlorophenyl)-1H-indole), [OH-].[Na+] (NaOH). Run in CC(=O)O (HOAc). Yields the product CNC1=C(C=C(C=C1)Cl)C1NC2=CC=CC=C2C1 (2,3-Dihydro-2-(2-methylamino-5-chlorophenyl)-1H-indole). Yield: 98.3%. RXN SMILES: C([BH3-])#N.[Na+].[CH3:5][NH:6][C:7]1[CH:12]=[CH:11][C:10]([Cl:13])=[CH:9][C:8]=1[C:14]1[NH:15][C:16]2[C:21]([CH:22]=1)=[CH:20][CH:19]=[CH:18][CH:17]=2.[OH-].[Na+]>CC(O)=O>[CH3:5][NH:6][C:7]1[CH:12]=[CH:11][C:10]([Cl:13])=[CH:9][C:8]=1[CH:14]1[CH2:22][C:21]2[C:16](=[CH:17][CH:18]=[CH:19][CH:20]=2)[NH:15]1 |f:0.1,3.4|. Procedure details: Sodium cyanoborohydride (4.72 g) was added portionwise to a solution of 5.36 g 2-(2-methylamino-5-chlorophenyl)-1H-indole in 160 ml HOAc at 10° C. The mixture was stirred twenty hours at room temperature. It was then diluted and added to excess 50% NaOH in ice. The mixture was extracted with CH2Cl2, and the extracts were washed with saturated NaCl solution and dried (MgSO4). Concentration yielded 5.31 g solid. Purification by HPLC using CH2Cl2 /hexane (1:1) as eluent yielded 2.65 g solid, m.p. 1... The product is CC=1C=CC(=C(C(=O)N[C@@H]2[C@H](CCC2)NC2=NC=C(N=C2)C(F)(F)F)C1)N1N=NC=C1 (5-Methyl-2-(1H-1,2,3-triazol-1-yl)-N-[(1S,2S)-2-{[5-(trifluoromethyl)pyrazin-2-yl]amino}cyclopentyl]benzamide). Reaction SMILES: CO[C:3]1[CH:27]=[CH:26][C:25]([CH3:28])=[CH:24][C:4]=1[C:5]([NH:7][C@H:8]1[CH2:12][CH2:11][CH2:10][C@@H:9]1[NH:13][C:14]1[CH:19]=[N:18][C:17]([C:20]([F:23])([F:22])[F:21])=[CH:16][N:15]=1)=[O:6].Cl.FC(F)(F)C1N=CC(N[C@H]2CCC[C@@H]2N)=NC=1.CC1C=CC([N:57]2[CH:61]=[CH:60][N:59]=[N:58]2)=C(C=1)C(O)=O>>[CH3:28][C:25]1[CH:26]=[CH:27][C:3]([N:57]2[CH:61]=[CH:60][N:59]=[N:58]2)=[C:4]([CH:24]=1)[C:5]([NH:7][C@H:8]1[CH2:12][CH2:11][CH2:10][C@@H:9]1[NH:13][C:14]1[CH:19]=[N:18][C:17]([C:20]([F:23])([F:22])[F:21])=[CH:16][N:15]=1)=[O:6] |f:1.2|. Procedure details: Prepared according to the procedure for 2-methoxy-5-methyl-N-[(1S,2S)-2-{[5-(trifluoromethyl)pyrazin-2-yl]amino}cyclopentyl]benzamide (Example 37) from (1S,2S)-1-N-[5-(trifluoromethyl)pyrazin-2-yl]cyclopentane-1,2-diamine hydrochloride (Intermediate 14; 75 mg, 0.27 mmol) and 5-methyl-2-(1H-1,2,3-triazol-1-yl)benzoic acid (CAS number 1149352-55-5; 65 mg, 0.32 mmol) to afford the title compound. Reactants: COC1=C(C(=O)N[C@@H]2[C@H](CCC2)NC2=NC=C(N=C2)C(F)(F)F)C=C(C=C1)C (2-Methoxy-5-methyl-N-[(1S,2S)-2-{[5-(trifluoromethyl)pyrazin-2-yl]amino}cyclopentyl]benzamide), CC=1C=CC(=C(C(=O)O)C1)N1N=NC=C1 (5-methyl-2-(1H-1,2,3-triazol-1-yl)benzoic acid), Cl.FC(C=1N=CC(=NC1)N[C@@H]1[C@H](CCC1)N)(F)F ((1S,2S)-1-N-[5-(trifluoromethyl)pyrazin-2-yl]cyclopentane-1,2-diamine hydrochloride), Cl.FC(C=1N=CC(=NC1)N[C@@H]1[C@H](CCC1)N)(F)F ((1S,2S)-1-N-[5-(trifluoromethyl)pyrazin-2-yl]cyclopentane-1,2-diamine hydrochloride).